From a dataset of the Open Reaction Database (ORD), a public repository of structured organic reaction records. describe an organic reaction: reactants, conditions, products, and yield The reactants are BrC1=NC=CC=C1 (2-bromopyridine), CCOCC (ether), [N+](=O)(O)[O-] (nitric acid), ice water, ClC1=CC=C(C#N)C=C1 (4-chlorobenzonitrile), CCOCC (ether), C(CCC)[Li] (butyllithium), ice water, resultant solution. The solvent is S(O)(O)(=O)=O (sulfuric acid). Run at time 1 hour. The product is ClC1=C(C=C(C=C1)C(=O)C1=NC=CC=C1)[N+](=O)[O-] (2-chloro-5-(2-pyridinecarbonyl) nitrobenzene). As a reaction SMILES: Br[C:2]1[CH:7]=[CH:6][CH:5]=[CH:4][N:3]=1.C([Li])CCC.[Cl:13][C:14]1[CH:21]=[CH:20][C:17]([C:18]#N)=[CH:16][CH:15]=1.[N+:22]([O-])([OH:24])=[O:23].CC[O:28]CC>S(=O)(=O)(O)O>[Cl:13][C:14]1[CH:21]=[CH:20][C:17]([C:18]([C:2]2[CH:7]=[CH:6][CH:5]=[CH:4][N:3]=2)=[O:28])=[CH:16][C:15]=1[N+:22]([O-:24])=[O:23]. Procedure: 2-bromopyridine (3.3 ml) was dissolved in 30 ml of ether and added with 22.1 ml of butyllithium (1.6 M, in hexane) drop by drop at -30° C. To this mixture were added a solution of 5.0 g of 4-chlorobenzonitrile in ether (10 ml) drop by drop at the same temperature. The reaction mixture was stirred for 1 hour and then poured into ice water. Ether was removed in vacuo. The resultant water-layer fraction was acidified by adding 6 N HCl, stirred at 100° C. for 1 hour, cooled, alkalized by adding sodi... Reactants: Cl.NCC(CCC(=O)O)=O (5-aminolevulinic acid hydrochloride), n-propylester, NCC(CCC(=O)O)=O (5-aminolevulinic acid). The reagents and catalysts are C(CC)O (n-propanol). Solvent: Cl (hydrochloride). Run at temperature 75 celsius, time 20 hour. Yields the product Cl.NCC(CCC(=O)OCCC)=O (propyl 5-aminolevulinate hydrochloride). RXN SMILES: [ClH:1].[NH2:2][CH2:3][C:4](=[O:10])[CH2:5][CH2:6][C:7]([OH:9])=[O:8].N[CH2:12][C:13](=O)[CH2:14]CC(O)=O>C(O)CC.Cl>[ClH:1].[NH2:2][CH2:3][C:4](=[O:10])[CH2:5][CH2:6][C:7]([O:9][CH2:12][CH2:13][CH3:14])=[O:8] |f:0.1,5.6|. Procedure: 0.5 g 5-aminolevulinic acid hydrochloride was dissolved in 100 ml dry n-propanol containing 1-2 drops of conc. hydrochloride in a 250 ml glass reactor equipped with a stirrer, reflux condenser and a thermometer. The reaction mixture was stirred at 70-80° C. for approx. 20 hours. After all the 5-aminolevulinic acid was converted to its n-propylester (followed by 1H-NMR), the excess propanol was removed, and the product dried under high vacuum (<1 mBar) at 40-50° C. The reaction gave 0.49 g propyl... The reactants are ClCC(C)=O (Chloroactone), BrC1=CC=C(C(=N1)OC)NC=O (N-(6-bromo-2-methoxypyridin-3-yl)formamide), C([O-])([O-])=O.[Cs+].[Cs+] (cesium carbonate). The reagents and catalysts are [I-].[K+] (potassium iodide). Run in CN(C)C=O (DMF). Conditions: time 20 minute. Product: BrC1=CC=C(C(=N1)OC)N(C=O)CC(C)=O (N-(6-bromo-2-methoxypyridin-3-yl)-N-(2-oxopropyl)formamide). RXN SMILES: Cl[CH2:2][C:3](=[O:5])[CH3:4].[Br:6][C:7]1[N:12]=[C:11]([O:13][CH3:14])[C:10]([NH:15][CH:16]=[O:17])=[CH:9][CH:8]=1.C(=O)([O-])[O-].[Cs+].[Cs+]>CN(C=O)C.[I-].[K+]>[Br:6][C:7]1[N:12]=[C:11]([O:13][CH3:14])[C:10]([N:15]([CH2:2][C:3](=[O:5])[CH3:4])[CH:16]=[O:17])=[CH:9][CH:8]=1 |f:2.3.4,6.7|. Reported procedure: Chloroactone (82 mL) was added dropwise to a suspension of N-(6-bromo-2-methoxypyridin-3-yl)formamide (159.3 g), cesium carbonate (359 g) and potassium iodide (11.4 g) IN DMF (800 mL) over seven minutes. Then, the reaction solution was stirred at room temperature for one hour and 20 minutes. The reaction solution was concentrated under reduced pressure. Ethyl acetate and water were added to the resulting residue, and the organic layer was separated. The resulting organic layer was washed with br...